Dataset: the Open Reaction Database (ORD), a public repository of structured organic reaction records. Task: describe an organic reaction: reactants, conditions, products, and yield Reactants: C(C)C1=C(C=C(C(=C1)[N+](=O)[O-])OC)N1CCN(CC1)CCS(=O)(=O)C (1-[2-Ethyl-5-(methyloxy)-4-nitrophenyl]-4-[2-(methylsulfonyl)ethyl]piperazine). Conditions: time 5 day. Reported procedure: 1-[2-Ethyl-5-(methyloxy)-4-nitrophenyl]-4-[2-(methylsulfonyl)ethyl]piperazine (1.7 g, 4.7 mmol) was taken up in EtOAc (30 mL) and EtOH (15 mL). The catalyst, 5% sulfided platinum on carbon (300 mg) was added. The reaction was placed under 1 atm of H2 gas and was allowed to stir at room temperature for 5 days. The catalyst was filtered off and the filtrate was concentrated in vacuo to give the title compound without further purification (1.4 g, 4.1 mmol, 86%). MS (M+H, ES+) 342. Yields the product C(C)C=1C(=CC(=C(N)C1)OC)N1CCN(CC1)CCS(=O)(=O)C (5-ethyl-2-(methyloxy)-4-{4-[2-(methylsulfonyl)ethyl]-1-piperazinyl}aniline). RXN SMILES: [CH2:1]([C:3]1[CH:8]=[C:7]([N+:9]([O-])=O)[C:6]([O:12][CH3:13])=[CH:5][C:4]=1[N:14]1[CH2:19][CH2:18][N:17]([CH2:20][CH2:21][S:22]([CH3:25])(=[O:24])=[O:23])[CH2:16][CH2:15]1)[CH3:2]>CCOC(C)=O.CCO.[Pt]>[CH2:1]([C:3]1[C:4]([N:14]2[CH2:15][CH2:16][N:17]([CH2:20][CH2:21][S:22]([CH3:25])(=[O:24])=[O:23])[CH2:18][CH2:19]2)=[CH:5][C:6]([O:12][CH3:13])=[C:7]([CH:8]=1)[NH2:9])[CH3:2]. Reagents/catalysts: [Pt] (sulfided platinum on carbon). Run in CCOC(=O)C (EtOAc), CCO (EtOH). Reactants: COC1=CC=C(C=C1)P1(CCN(CC1)C)=O (4-(4-Methoxyphenyl)-1-methyl-1,4-azaphosphinane 4-oxide), B(Br)(Br)Br (BBr3). Solvent: C(Cl)Cl (DCM). Conditions: temperature -78 celsius. Product: CN1CCP(CC1)(=O)C1=CC=C(C=C1)O (4-(1-Methyl-4-oxido-1,4-azaphosphinan-4-yl)phenol). As a reaction SMILES: C[O:2][C:3]1[CH:8]=[CH:7][C:6]([P:9]2(=[O:16])[CH2:14][CH2:13][N:12]([CH3:15])[CH2:11][CH2:10]2)=[CH:5][CH:4]=1.B(Br)(Br)Br>C(Cl)Cl>[CH3:15][N:12]1[CH2:13][CH2:14][P:9]([C:6]2[CH:7]=[CH:8][C:3]([OH:2])=[CH:4][CH:5]=2)(=[O:16])[CH2:10][CH2:11]1. Reported procedure: 4-(4-Methoxyphenyl)-1-methyl-1,4-azaphosphinane 4-oxide (1.05 g, 4.39 mmol) was made 0.16 M in DCM and stirred at −78° C. To this stirring solution was added BBr3 (2.09 g, 8.34 mmol) dropwise. The reaction mixture was slowly warmed to ambient temperature over 16 h. The precipitate was filtered off then dissolved in water. The pH was adjusted to pH=7 with 2N aq HCl. A precipitate was filtered off and the filtrate was concentrated in vacuo. The residue was suspended in 4:1 DCM:MeOH and stirred for... Starting materials: O=C(CBr)c1ccccc1[N+](=O)[O-], O=C([O-])[O-], [K+], [K+], O, O=C(O)c1ccccc1. The product is O=C(OCC(=O)c1ccccc1[N+](=O)[O-])c1ccccc1. Reaction SMILES: [Br:16][CH2:17][C:18](=[O:19])[c:20]1[c:21]([N+:26](=[O:27])[O-:28])[cH:22][cH:23][cH:24][cH:25]1.[C:1](=[O:2])([O-:3])[O-:4].[K+:5].[K+:6].[OH2:29].[OH:7][C:8](=[O:9])[c:10]1[cH:11][cH:12][cH:13][cH:14][cH:15]1>>[O:7]([C:8](=[O:9])[c:10]1[cH:11][cH:12][cH:13][cH:14][cH:15]1)[CH2:17][C:18](=[O:19])[c:20]1[c:21]([N+:26](=[O:27])[O-:28])[cH:22][cH:23][cH:24][cH:25]1. Reactants: BrC(C(=O)OC(C)(C)C)(C)C (tert-butyl 2-bromo-2-methylpropanoate), C[Si](C)(C)[N-][Si](C)(C)C.[Na+] (NaHMDS), C1CCOC1 (THF), IC1=NNC=C1 (3-iodo-1H-pyrazole). Run in CN(C)C=O (DMF). Run at temperature 40 celsius, time 16 hour. The product is IC1=NN(C=C1)C(C(=O)OC(C)(C)C)(C)C (tert-butyl 2-(3-iodo-1H-pyrazol-1-yl)-2-methylpropanoate). Yield: 74.3%. Reaction SMILES: C[Si]([N-][Si](C)(C)C)(C)C.[Na+].C1COCC1.[I:16][C:17]1[CH:21]=[CH:20][NH:19][N:18]=1.Br[C:23]([CH3:32])([CH3:31])[C:24]([O:26][C:27]([CH3:30])([CH3:29])[CH3:28])=[O:25]>CN(C=O)C>[I:16][C:17]1[CH:21]=[CH:20][N:19]([C:23]([CH3:32])([CH3:31])[C:24]([O:26][C:27]([CH3:30])([CH3:29])[CH3:28])=[O:25])[N:18]=1 |f:0.1|. Procedure: A stirred solution of NaHMDS in THF (1.0 M, 3.1 mL, 3.1 mmol) was cooled in an ice water bath under Ar. 3-iodo-1H-pyrazole (500 mg, 2.6 mmol) was added as a solution in DMF (1 mL), washing with additional DMF (2×1 mL). tert-butyl 2-bromo-2-methylpropanoate (0.58 mL, 3.1 mmol) was added and the reaction mixture was removed from the cold bath and heated to 40° C. After 16 h, the reaction mixture was cooled and diluted with water and EtOAc. The phases were separated, and the organic phase was washe... Starting materials: CC(C)(C)[Si](C)(C)OCc1c(CCBr)c2cc(Cl)ccc2n1C(c1ccccc1)c1ccccc1, CN(C)C=O, O, COC(=O)c1ccc(S)cc1. Product: COC(=O)c1ccc(SCCc2c(CO[Si](C)(C)C(C)(C)C)n(C(c3ccccc3)c3ccccc3)c3ccc(Cl)cc23)cc1. Reaction SMILES: [CH:1]([c:2]1[cH:3][cH:4][cH:5][cH:6][cH:7]1)([c:8]1[cH:9][cH:10][cH:11][cH:12][cH:13]1)[n:14]1[c:15]([CH2:27][O:28][Si:29]([CH3:30])([CH3:31])[C:32]([CH3:33])([CH3:34])[CH3:35])[c:16]([CH2:24][CH2:25][Br:26])[c:17]2[cH:18][c:19]([Cl:23])[cH:20][cH:21][c:22]12.[O:48]=[CH:49][N:50]([CH3:51])[CH3:52].[OH2:47].[SH:36][c:37]1[cH:38][cH:39][c:40]([C:41](=[O:42])[O:43][CH3:44])[cH:45][cH:46]1>>[CH:1]([c:2]1[cH:3][cH:4][cH:5][cH:6][cH:7]1)([c:8]1[cH:9][cH:10][cH:11][cH:12][cH:13]1)[n:14]1[c:15]([CH2:27][O:28][Si:29]([CH3:30])([CH3:31])[C:32]([CH3:33])([CH3:34])[CH3:35])[c:16]([CH2:24][CH2:25][S:36][c:37]2[cH:38][cH:39][c:40]([C:41](=[O:42])[O:43][CH3:44])[cH:45][cH:46]2)[c:17]2[cH:18][c:19]([Cl:23])[cH:20][cH:21][c:22]12. Reactants: COC(=O)c1cc(Br)cc(NC2CCOCC2)c1C, CC(=O)O[BH-](OC(C)=O)OC(C)=O, CC(=O)O, CC=O, CC(Cl)Cl, [Na+]. The product is CCN(c1cc(Br)cc(C(=O)OC)c1C)C1CCOCC1. RXN SMILES: [Br:1][c:2]1[cH:3][c:4]([NH:13][CH:14]2[CH2:15][CH2:16][O:17][CH2:18][CH2:19]2)[c:5]([CH3:12])[c:6]([C:7](=[O:8])[O:9][CH3:10])[cH:11]1.[C:27]([O:28][BH-:29]([O:30][C:31](=[O:32])[CH3:33])[O:34][C:35](=[O:36])[CH3:37])(=[O:38])[CH3:39].[CH3:23][C:24](=[O:25])[OH:26].[CH:20]([CH3:21])=[O:22].[Cl:41][CH:42]([Cl:43])[CH3:44].[Na+:40]>>[Br:1][c:2]1[cH:3][c:4]([N:13]([CH:14]2[CH2:15][CH2:16][O:17][CH2:18][CH2:19]2)[CH2:20][CH3:21])[c:5]([CH3:12])[c:6]([C:7](=[O:8])[O:9][CH3:10])[cH:11]1. Reactants: IC1=CC=C(C=C1)C (4-iodotoluene), C([O-])([O-])=O.[K+].[K+] (potassium carbonate), CC1=CC=C(C=C1)N(C1=CC(=CC=C1)N)C1=CC=C2C=CC3=CC=CC4=CC=C1C2=C34 (N-(4-methylphenyl)-N-(3-aminophenyl)-1-pyrenylamine). The reagents and catalysts are [Cu] (copper). Run at time 10 hour. Product: CC1=CC=C(C=C1)N(C1=CC(=CC=C1)N(C1=CC=C(C=C1)C)C1=CC=C(C=C1)C)C1=CC=C2C=CC3=CC=CC4=CC=C1C2=C34 (N-(4-methylphenyl)-N-[3-bis(4-methylphenyl)aminophenyl]-1-pyrenylamine). As a reaction SMILES: [CH3:1][C:2]1[CH:7]=[CH:6][C:5]([N:8]([C:16]2[C:29]3[C:30]4=[C:31]5[C:26](=[CH:27][CH:28]=3)[CH:25]=[CH:24][CH:23]=[C:22]5[CH:21]=[CH:20][C:19]4=[CH:18][CH:17]=2)[C:9]2[CH:14]=[CH:13][CH:12]=[C:11]([NH2:15])[CH:10]=2)=[CH:4][CH:3]=1.I[C:33]1[CH:38]=[CH:37][C:36]([CH3:39])=[CH:35][CH:34]=1.C(=O)([O-])[O-].[K+].[K+]>[Cu]>[CH3:1][C:2]1[CH:7]=[CH:6][C:5]([N:8]([C:16]2[C:29]3[C:30]4=[C:31]5[C:26](=[CH:27][CH:28]=3)[CH:25]=[CH:24][CH:23]=[C:22]5[CH:21]=[CH:20][C:19]4=[CH:18][CH:17]=2)[C:9]2[CH:14]=[CH:13][CH:12]=[C:11]([N:15]([C:5]3[CH:6]=[CH:7][C:2]([CH3:1])=[CH:3][CH:4]=3)[C:33]3[CH:38]=[CH:37][C:36]([CH3:39])=[CH:35][CH:34]=3)[CH:10]=2)=[CH:4][CH:3]=1 |f:2.3.4|. Procedure: A mixture of 2.79 g (7.00 mmol) of N-(4-methylphenyl)-N-(3-aminophenyl)-1-pyrenylamine synthesized in Synthesis Example 2, 15.3 g (70.0 mmol) of 4-iodotoluene, 3.87 g of potassium carbonate, and 0.44 g of copper powder was subjected to azeotropic dehydration in a stream of nitrogen, using an ester tube, with stirring, at 209° to 212° C. for 10 hours. The reactants are COc1cc(Br)cnc1-n1cnc(C)c1, C=CC#N, CCN(C(C)C)C(C)C, CN(C)C=O, O=C(C=Cc1ccccc1)C=Cc1ccccc1, O=C(C=Cc1ccccc1)C=Cc1ccccc1, O=C(C=Cc1ccccc1)C=Cc1ccccc1, [Pd], [Pd], Cc1ccccc1P(c1ccccc1C)c1ccccc1C. Yields the product COc1cc(C=CC#N)cnc1-n1cnc(C)c1. RXN SMILES: [Br:1][c:2]1[cH:3][c:4]([O:14][CH3:15])[c:5](-[n:8]2[cH:9][n:10][c:11]([CH3:13])[cH:12]2)[n:6][cH:7]1.[CH2:47]=[CH:48][C:49]#[N:50].[CH:38]([N:39]([CH2:40][CH3:41])[CH:42]([CH3:43])[CH3:44])([CH3:45])[CH3:46].[O:107]=[CH:108][N:109]([CH3:110])[CH3:111].[O:53]=[C:54]([CH:55]=[CH:56][c:57]1[cH:58][cH:59][cH:60][cH:61][cH:62]1)[CH:63]=[CH:64][c:65]1[cH:66][cH:67][cH:68][cH:69][cH:70]1.[O:71]=[C:72]([CH:73]=[CH:74][c:75]1[cH:76][cH:77][cH:78][cH:79][cH:80]1)[CH:81]=[CH:82][c:83]1[cH:84][cH:85][cH:86][cH:87][cH:88]1.[O:89]=[C:90]([CH:91]=[CH:92][c:93]1[cH:94][cH:95][cH:96][cH:97][cH:98]1)[CH:99]=[CH:100][c:101]1[cH:102][cH:103][cH:104][cH:105][cH:106]1.[Pd:51].[Pd:52].[c:16]1([CH3:17])[cH:18][cH:19][cH:20][cH:21][c:22]1[P:23]([c:24]1[cH:25][cH:26][cH:27][cH:28][c:29]1[CH3:30])[c:31]1[cH:32][cH:33][cH:34][cH:35][c:36]1[CH3:37]>>[c:2]1([CH:47]=[CH:48][C:49]#[N:50])[cH:3][c:4]([O:14][CH3:15])[c:5](-[n:8]2[cH:9][n:10][c:11]([CH3:13])[cH:12]2)[n:6][cH:7]1.